This data is from the Open Reaction Database (ORD), a public repository of structured organic reaction records. The task is: describe an organic reaction: reactants, conditions, products, and yield Starting materials: ClCCOC1=CC=C(C=C1)[N+](=O)[O-] (1-(2-chloroethoxy)-4-nitrobenzene), N1CCCCC1 (piperidine). Solvent: C1(=CC=CC=C1)C (toluene). Yields the product N1(CCCCC1)CCOC1=CC=C(C=C1)[N+](=O)[O-] (1-[2-(1-piperidinyl)ethoxy]-4-nitrobenzene). Isolated yield 118.7%. As a reaction SMILES: Cl[CH2:2][CH2:3][O:4][C:5]1[CH:10]=[CH:9][C:8]([N+:11]([O-:13])=[O:12])=[CH:7][CH:6]=1.[NH:14]1[CH2:19][CH2:18][CH2:17][CH2:16][CH2:15]1>C1(C)C=CC=CC=1>[N:14]1([CH2:2][CH2:3][O:4][C:5]2[CH:10]=[CH:9][C:8]([N+:11]([O-:13])=[O:12])=[CH:7][CH:6]=2)[CH2:19][CH2:18][CH2:17][CH2:16][CH2:15]1. Procedure details: A solution of 1-(2-chloroethoxy)-4-nitrobenzene (2.01 g, 0.01 mol), piperidine (2.55 g, 0.03 mol), and toluene (10 mL) was refluxed overnight. The reaction mixture was filtered and the filtrate evaporated to give 2.97 g of 1-[2-(1-piperidinyl)ethoxy]-4-nitrobenzene as an orange oil, MS M+ (m/e) 251.18. This material (1.25 g, 0.004 mol) was hydrogenated in ethanol (25 mL) in the presence of 10% Pd-C catalyst at 40 psig and 25° C. overnight. Filtration and evaporation of the reaction mixture gave ... Reactants: C(C(=O)O)(=O)O.FC(C1=CC=C(OC2CNCCC3=C2C=CC=C3)C=C1)(F)F (1-(p-trifluoromethylphenoxy)-2,3,4,5-tetrahydro-3-benzazepine oxalate), [N+](=O)([O-])C1=CC=C(CCBr)C=C1 (p-nitrophenethyl bromide), C([O-])(O)=O.[Na+] (sodium bicarbonate). The solvent is CN(C)C=O (DMF). Reaction conditions: temperature 90 celsius. Yields the product Br.FC(C1=CC=C(OC2CNCCC3=C2C=CC=C3)C=C1)(F)F (2,3,4,5-tetrahydro-1-(p-trifluoromethylphenoxy)- 3-benzazepine hydrobromide). Reaction SMILES: C(O)(=O)C(O)=O.[F:7][C:8]([F:28])([F:27])[C:9]1[CH:26]=[CH:25][C:12]([O:13][CH:14]2[C:20]3[CH:21]=[CH:22][CH:23]=[CH:24][C:19]=3[CH2:18][CH2:17][NH:16][CH2:15]2)=[CH:11][CH:10]=1.[N+](C1C=CC(CC[Br:38])=CC=1)([O-])=O.C(=O)(O)[O-].[Na+]>CN(C=O)C>[BrH:38].[F:28][C:8]([F:7])([F:27])[C:9]1[CH:26]=[CH:25][C:12]([O:13][CH:14]2[C:20]3[CH:21]=[CH:22][CH:23]=[CH:24][C:19]=3[CH2:18][CH2:17][NH:16][CH2:15]2)=[CH:11][CH:10]=1 |f:0.1,3.4,6.7|. Procedure details: A mixture of 2,3,4,5-tetrahydro-1-(p-trifluoromethylphenoxy)-3-benzazepine of Example 1 (13.0 g, 0.042 mole), p-nitrophenethyl bromide (11.7 g, 0.05] mole), sodium bicarbonate (18 g, 0.21 mole) and 0.01 g of KI in DMF (100 ml) was warmed at 90° C. for six hours. The reaction mixture was cooled, filtered and concentrated to an oil which was stirred with water then extracted with ether. The ether extracts were washed with water and dried (saturated MgSO4). The solution was filtered then concentrat... Starting materials: BrCc1ccccc1, C1CCOC1, C[Mg+], [Cl-], O, S=C=S. Yields the product CC(=S)SCc1ccccc1. Reaction SMILES: [Br:7][CH2:8][c:9]1[cH:10][cH:11][cH:12][cH:13][cH:14]1.[CH2:16]1[O:17][CH2:18][CH2:19][CH2:20]1.[CH3:2][Mg+:3].[Cl-:1].[OH2:15].[S:4]=[C:5]=[S:6]>>[CH3:2][C:5](=[S:4])[S:6][CH2:8][c:9]1[cH:10][cH:11][cH:12][cH:13][cH:14]1. Procedure: A solution of 7.2 g of 4-[4-(2-adamantyl)-phenoxy]butyric acid ethyl ester in 150 ml of ethanol is mixed with 150 ml of sodium hydroxide solution and the mixture is left to stand for 24 hours at 30° C. The reaction solution is then evaporated to dryness in vacuo and the evaporation residue is partitioned between 100 ml of 2 N Hydrochloric acid and twice 100 ml of ether. The organic phases are washed until neutral, dried over sodium sulphate and evaporated to dryness in vacuo. Recrystallisation o... Reaction conditions: time 24 hour. Product: C12C(C3CC(CC(C1)C3)C2)C2=CC=C(OCCCC(=O)O)C=C2 (4-[4-(2-adamantyl)-phenoxy]-butyric acid). The reactants are C(C)OC(CCCOC1=CC=C(C=C1)C1C2CC3CC(CC1C3)C2)=O (4-[4-(2-adamantyl)-phenoxy]butyric acid ethyl ester), [OH-].[Na+] (sodium hydroxide). Reaction SMILES: C([O:3][C:4](=[O:25])[CH2:5][CH2:6][CH2:7][O:8][C:9]1[CH:14]=[CH:13][C:12]([CH:15]2[CH:22]3[CH2:23][CH:18]4[CH2:19][CH:20]([CH2:24][CH:16]2[CH2:17]4)[CH2:21]3)=[CH:11][CH:10]=1)C.[OH-].[Na+]>C(O)C>[CH:22]12[CH2:21][CH:20]3[CH2:19][CH:18]([CH2:17][CH:16]([CH2:24]3)[CH:15]1[C:12]1[CH:11]=[CH:10][C:9]([O:8][CH2:7][CH2:6][CH2:5][C:4]([OH:25])=[O:3])=[CH:14][CH:13]=1)[CH2:23]2 |f:1.2|. Run in C(C)O (ethanol). Starting materials: CCOC(C)=O, CCOC(=O)Cn1c(=S)n(Cc2ccc(Cl)c(Cl)c2)c(=S)c2ccccc21, Cl, [Na+], C1CCOC1, [OH-]. The product is O=C(O)Cn1c(=S)n(Cc2ccc(Cl)c(Cl)c2)c(=S)c2ccccc21. Reaction SMILES: [CH3:36][CH2:37][O:38][C:39](=[O:40])[CH3:41].[Cl:1][c:2]1[cH:3][c:4]([CH2:5][n:6]2[c:7](=[S:23])[n:8]([CH2:17][C:18](=[O:19])[O:20][CH2:21][CH3:22])[c:9]3[cH:10][cH:11][cH:12][cH:13][c:14]3[c:15]2=[S:16])[cH:24][cH:25][c:26]1[Cl:27].[ClH:35].[Na+:29].[O:30]1[CH2:31][CH2:32][CH2:33][CH2:34]1.[OH-:28]>>[Cl:1][c:2]1[cH:3][c:4]([CH2:5][n:6]2[c:7](=[S:23])[n:8]([CH2:17][C:18](=[O:19])[OH:20])[c:9]3[cH:10][cH:11][cH:12][cH:13][c:14]3[c:15]2=[S:16])[cH:24][cH:25][c:26]1[Cl:27]. Starting materials: COC(=O)C=1N=CC2=CC=CC=C2C1 (3-isoquinolinecarboxylic acid methyl ester), [H-].[H-].[H-].[H-].[Li+].[Al+3] (LAH). Solvent: C1CCOC1 (THF). The product is C1=NC(=CC2=CC=CC=C12)C=O (3-iso-quinolinecarboxaldehyde). The yield is 85.7%. RXN SMILES: C[O:2][C:3]([C:5]1[N:6]=[CH:7][C:8]2[C:13]([CH:14]=1)=[CH:12][CH:11]=[CH:10][CH:9]=2)=O.[H-].[H-].[H-].[H-].[Li+].[Al+3]>C1COCC1>[CH:7]1[C:8]2[C:13](=[CH:12][CH:11]=[CH:10][CH:9]=2)[CH:14]=[C:5]([CH:3]=[O:2])[N:6]=1 |f:1.2.3.4.5.6|. Procedure: 3-Isoquinolinecarboxaldehyde (7 g, 84%) was prepared by reduction of 3-isoquinolinecarboxylic acid methyl ester (10 g, 52 mmol) with 1M LAH (27 ml in THF, 27 mmol) in 300 ml of dry THF at -78° C. for 30 minutes. The mixture was quenched with 7 ml of acetic acid, concentrated in vacuo, and the residue was purified by silica gel column chromatography (hexane/ethyl acetate, 2:1) to afford 7 g (84%) of 3-iso-quinolinecarboxaldehyde.